From a dataset of the Open Reaction Database (ORD), a public repository of structured organic reaction records. describe an organic reaction: reactants, conditions, products, and yield The reactants are COc1ccc(Br)c(C=O)c1, O=C([O-])[O-], CN(C)C=O, [Cu], Fc1ccc(F)c(S)c1, [K+], [K+], O. The product is COc1ccc(Sc2cc(F)ccc2F)c(C=O)c1. As a reaction SMILES: [Br:1][c:2]1[c:3]([CH:4]=[O:5])[cH:6][c:7]([O:10][CH3:11])[cH:8][cH:9]1.[C:21](=[O:22])([O-:23])[O-:24].[CH3:27][N:28]([CH3:29])[CH:30]=[O:31].[Cu:32].[F:12][c:13]1[c:14]([SH:20])[cH:15][c:16]([F:19])[cH:17][cH:18]1.[K+:25].[K+:26].[OH2:33]>>[c:2]1([S:20][c:14]2[c:13]([F:12])[cH:18][cH:17][c:16]([F:19])[cH:15]2)[c:3]([CH:4]=[O:5])[cH:6][c:7]([O:10][CH3:11])[cH:8][cH:9]1. The reactants are [Cl-].[Cl-].[Zr+2].C1(C=CC=C1)C(C)(CCCO[Si](C)(C)C)C1C=CC=C1 (2,2-bis(cyclopentadienyl)-5-trimethylsiloxypentane zirconium dichloride). Solvent: C1(=CC=CC=C1)C (toluene), C1(=CC=CC=C1)C (Toluene). Run at time 90 hour. Product: [Cl-].[Cl-].[Zr+2].C1(C=CC=C1)C(C)(CCCO)C1C=CC=C1 (2,2-bis(cyclopentadienyl)-5-hydroxypentane zirconium dichloride). The yield is 18.8%. As a reaction SMILES: [Cl-:1].[Cl-].[Zr+2:3].[CH:4]1([C:9]([CH:19]2[CH:23]=[CH:22][CH:21]=[CH:20]2)([CH2:11][CH2:12][CH2:13][O:14][Si](C)(C)C)[CH3:10])[CH:8]=[CH:7][CH:6]=[CH:5]1>C1(C)C=CC=CC=1>[Cl-:1].[Cl-:1].[Zr+2:3].[CH:19]1([C:9]([CH:4]2[CH:5]=[CH:6][CH:7]=[CH:8]2)([CH2:11][CH2:12][CH2:13][OH:14])[CH3:10])[CH:20]=[CH:21][CH:22]=[CH:23]1 |f:0.1.2.3,5.6.7.8|. Procedure details: XPO 2407 silica, provided by Grace, (7.2 g) was placed in a 250 ml dark-coloured Schlenk flask and washed with toluene (2×200 ml). Toluene (150 ml) and a solution of 2,2-bis(cyclopentadienyl)-5-trimethylsiloxypentane zirconium dichloride (2.0 g, 0.0045 mol) in toluene (50 ml) were added and the slurry was stirred for 90 h. After this time the mixture was filtered and the solvent removed under vacuum. Affording a yellow solid (0.16 g, 9.5% yield). 1H NMR (CDCl3): Λ6.70 (C5H4, d, 4H), 5.83 (C5H4, ... Starting materials: [H-].[Na+] (sodium hydride), C(C1=NC2=C(N1)C=CC=C2)C2=NC1=C(N2)C=CC=C1 (2,2′-methylenebis(1H-benzimidazole)), ICCC (1-iodopropane). Solvent: CN(C=O)C (N,N-dimethylformamide). Reaction conditions: time 20 minute. Product: C(CCC)(C1=NC2=C(N1CCC)C=CC=C2)C2=NC1=C(N2CCC)C=CC=C1 (2,2′-butane-1,1-diylbis(1-propyl-1H-benzimidazole)). The yield is 151.0%. RXN SMILES: [CH2:1]([C:11]1[NH:15][C:14]2[CH:16]=[CH:17][CH:18]=[CH:19][C:13]=2[N:12]=1)[C:2]1[NH:6][C:5]2[CH:7]=[CH:8][CH:9]=[CH:10][C:4]=2[N:3]=1.[H-].[Na+].I[CH2:23][CH2:24][CH3:25]>CN(C)C=O>[CH:1]([C:2]1[N:6]([CH2:5][CH2:4][CH3:10])[C:5]2[CH:7]=[CH:8][CH:9]=[CH:10][C:4]=2[N:3]=1)([C:11]1[N:12]([CH2:2][CH2:1][CH3:11])[C:13]2[CH:19]=[CH:18][CH:17]=[CH:16][C:14]=2[N:15]=1)[CH2:23][CH2:24][CH3:25] |f:1.2|. Procedure: To a flask were added 0.79 g 2,2′-methylenebis(1H-benzimidazole) and 20 ml N,N-dimethylformamide under nitrogen. 0.42 g sodium hydride were added in portions and the mixture was stirred 20 minutes. 1.74 g 1-iodopropane were added slowly and the mixture was stirred at 22 C for 16 hrs. After quenching with the slow addition of 40 ml water, the product was extracted with ethyl acetate and washed with water. Solvent removal resulted in an oil which was purified by silica gel chromatography using 25%... Starting materials: CCn1c(=O)n(-c2ccc(OCc3ccccc3)cc2)c2ncc(OC)cc21, CO. The product is CCn1c(=O)n(-c2ccc(O)cc2)c2ncc(OC)cc21. Reaction SMILES: [CH2:1]([c:2]1[cH:3][cH:4][cH:5][cH:6][cH:7]1)[O:8][c:9]1[cH:10][cH:11][c:12](-[n:15]2[c:16](=[O:28])[n:17]([CH2:26][CH3:27])[c:18]3[c:19]2[n:20][cH:21][c:22]([O:24][CH3:25])[cH:23]3)[cH:13][cH:14]1.[CH3:29][OH:30]>>[OH:8][c:9]1[cH:10][cH:11][c:12](-[n:15]2[c:16](=[O:28])[n:17]([CH2:26][CH3:27])[c:18]3[c:19]2[n:20][cH:21][c:22]([O:24][CH3:25])[cH:23]3)[cH:13][cH:14]1. Reactants: CC1(CC=2C(=C(SC2)C(=O)O)CC1)C (5,5-dimethyl-4,5,6,7-tetrahydro-benzo[c]thiophene-1-carboxylic acid), solution, C(C)OCC (diethyl ether), C(C)OCC (diethyl ether). Yields the product CC1(CC=2C(=C(SC2)C(C)=O)CC1)C (1-(5,5-dimethyl-4,5,6,7-tetrahydro-benzo[c]thiophen-1-yl)-ethanone). Procedure details: To a solution of 5,5-dimethyl-4,5,6,7-tetrahydro-benzo[c]thiophene-1-carboxylic acid (1051 mg, 5.0 mmol) in diethyl ether (15 mL) and THF (8 mL), methyllithium (7 mL of a 1.6 M solution in diethyl ether) is added. The mixture is stirred at rt for 15 min before the reaction is quenched with ethanol. The mixture is diluted with 10% aq. citric acid and extracted with TBME. The organic extract is washed three times with sat. aq. NaHCO3, dried over Na2SO4 and evaporated to give crude 1-(5,5-dimethyl-... Reaction SMILES: [CH3:1][C:2]1([CH3:14])[CH2:13][CH2:12][C:5]2=[C:6]([C:9]([OH:11])=O)[S:7][CH:8]=[C:4]2[CH2:3]1.[CH2:15](OCC)C>C1COCC1.C[Li]>[CH3:14][C:2]1([CH3:1])[CH2:13][CH2:12][C:5]2=[C:6]([C:9](=[O:11])[CH3:15])[S:7][CH:8]=[C:4]2[CH2:3]1. Conditions: time 15 minute. The solvent is C1CCOC1 (THF), C[Li] (methyllithium). Reported procedure: (−)-4-((αS)-α-((2R,5R)-4-Allyl-2,5-dimethyl-1-piperazinyl)-3-hydroxybenzyl)-N,N-diethylbenzamide (0.200 g, 0.46 mmol, Example 2) was dissolved in toluene (10 mL) and stirred for 4 hours under a hydrogen atmosphere. The solution was filtered through celite to give 0.182 g of crude product. The phenol was reprotected as follows to improve chromatographic resolution. A mixture of crude product (0.18 g), tert-butylchlorodimethylsilane (0.93 g), and imidazole (0.070 g) in 10 mL of acetonitrile was st... Yield: 33.5%. Run at time 4 hour. Reaction SMILES: [CH2:1]([N:4]1[C@H:9]([CH3:10])[CH2:8][N:7]([C@@H:11]([C:19]2[CH:31]=[CH:30][C:22]([C:23]([N:25]([CH2:28][CH3:29])[CH2:26][CH3:27])=[O:24])=[CH:21][CH:20]=2)[C:12]2[CH:17]=[CH:16][CH:15]=[C:14]([OH:18])[CH:13]=2)[C@H:6]([CH3:32])[CH2:5]1)[CH:2]=[CH2:3].C1(O)C=CC=CC=1.[C:40]([Si:44](Cl)([CH3:46])[CH3:45])([CH3:43])([CH3:42])[CH3:41].N1C=CN=C1>C1(C)C=CC=CC=1.C(#N)C.O>[CH3:32][C@@H:6]1[CH2:5][N:4]([CH2:1][CH2:2][CH3:3])[C@H:9]([CH3:10])[CH2:8][N:7]1[C@@H:11]([C:19]1[CH:20]=[CH:21][C:22]([C:23]([N:25]([CH2:26][CH3:27])[CH2:28][CH3:29])=[O:24])=[CH:30][CH:31]=1)[C:12]1[CH:17]=[CH:16][CH:15]=[C:14]([O:18][Si:44]([C:40]([CH3:43])([CH3:42])[CH3:41])([CH3:46])[CH3:45])[CH:13]=1. Product: C[C@H]1N(C[C@H](N(C1)CCC)C)[C@H](C1=CC(=CC=C1)O[Si](C)(C)C(C)(C)C)C1=CC=C(C(=O)N(CC)CC)C=C1 (4-((αS)-α-((2R,5R)-2,5-dimethyl-4-propyl-1-piperazinyl)-3-(tert-butyldimethylsilyloxy)benzyl)-N,N-diethylbenzamide). Solvent: O (water), C(C)#N (acetonitrile), C1(=CC=CC=C1)C (toluene). Starting materials: crude product, C(C)(C)(C)[Si](C)(C)Cl (tert-butylchlorodimethylsilane), N1C=NC=C1 (imidazole), C(C=C)N1C[C@H](N(C[C@H]1C)[C@H](C1=CC(=CC=C1)O)C1=CC=C(C(=O)N(CC)CC)C=C1)C ((−)-4-((αS)-α-((2R,5R)-4-Allyl-2,5-dimethyl-1-piperazinyl)-3-hydroxybenzyl)-N,N-diethylbenzamide), C1(=CC=CC=C1)O (phenol).